From a dataset of the Open Reaction Database (ORD), a public repository of structured organic reaction records. describe an organic reaction: reactants, conditions, products, and yield The reactants are CC(C)(C)OC(=O)c1ccccc1-c1ccc(CBr)cc1, CN(C)C=O, CC(C)(C)OC(=O)N1CCC(c2ccc(F)cc2)C(O)C1, [H-], [I-], [K+], [Na+]. Yields the product CC(C)(C)OC(=O)c1ccccc1-c1ccc(COC2CN(C(=O)OC(C)(C)C)CCC2c2ccc(F)cc2)cc1. Reaction SMILES: [Br:22][CH2:23][c:24]1[cH:25][cH:26][c:27](-[c:30]2[c:31]([C:36](=[O:37])[O:38][C:39]([CH3:40])([CH3:41])[CH3:42])[cH:32][cH:33][cH:34][cH:35]2)[cH:28][cH:29]1.[CH3:47][N:48]([CH3:49])[CH:50]=[O:51].[F:1][c:2]1[cH:3][cH:4][c:5]([CH:8]2[CH:9]([OH:21])[CH2:10][N:11]([C:14](=[O:15])[O:16][C:17]([CH3:18])([CH3:19])[CH3:20])[CH2:12][CH2:13]2)[cH:6][cH:7]1.[H-:45].[I-:44].[K+:43].[Na+:46]>>[F:1][c:2]1[cH:3][cH:4][c:5]([CH:8]2[CH:9]([O:21][CH2:23][c:24]3[cH:25][cH:26][c:27](-[c:30]4[c:31]([C:36](=[O:37])[O:38][C:39]([CH3:40])([CH3:41])[CH3:42])[cH:32][cH:33][cH:34][cH:35]4)[cH:28][cH:29]3)[CH2:10][N:11]([C:14](=[O:15])[O:16][C:17]([CH3:18])([CH3:19])[CH3:20])[CH2:12][CH2:13]2)[cH:6][cH:7]1. Reactants: CCN=C=NCCCN(C)C, O=Cc1ccc(CC(=O)O)cc1, Cl, Fc1ccc(NC2CCNCC2)cc1, CN(C)C=O, On1nnc2ccccc21. Product: O=Cc1ccc(CC(=O)N2CCC(Nc3ccc(F)cc3)CC2)cc1. As a reaction SMILES: [CH3:28][N:29]([CH3:30])[CH2:31][CH2:32][CH2:33][N:34]=[C:35]=[N:36][CH2:37][CH3:38].[CH:1](=[O:2])[c:3]1[cH:4][cH:5][c:6]([CH2:9][C:10](=[O:11])[OH:12])[cH:7][cH:8]1.[ClH:27].[F:13][c:14]1[cH:15][cH:16][c:17]([NH:20][CH:21]2[CH2:22][CH2:23][NH:24][CH2:25][CH2:26]2)[cH:18][cH:19]1.[O:49]=[CH:50][N:51]([CH3:52])[CH3:53].[OH:39][n:40]1[c:41]2[cH:42][cH:43][cH:44][cH:45][c:46]2[n:47][n:48]1>>[CH:1](=[O:2])[c:3]1[cH:4][cH:5][c:6]([CH2:9][C:10](=[O:12])[N:24]2[CH2:23][CH2:22][CH:21]([NH:20][c:17]3[cH:16][cH:15][c:14]([F:13])[cH:19][cH:18]3)[CH2:26][CH2:25]2)[cH:7][cH:8]1. Reactants: C(CC)N1C(=O)N(C(=O)C(=C1N)N)CCC (1,3-dipropyl-5,6-diaminouracil), OC1=CC=C(N=N1)C(=O)O (6-hydroxy-pyridazine-3-carboxylic acid), O (Water), Cl.CN(CCCN=C=NCC)C (N-(3-(dimethylamino)propyl)-N′ethylcarbodiimide hydrochloride). The solvent is CO (methanol). Yields the product C(CC)N1C(=O)N(C=2N=C(NC2C1=O)C=1N=NC(=CC1)O)CCC (1,3-dipropyl-8-(6-hydroxy-pyridazin-3-yl)-xanthine). As a reaction SMILES: [CH2:1]([N:4]1[C:11]([NH2:12])=[C:10]([NH2:13])[C:8](=[O:9])[N:7]([CH2:14][CH2:15][CH3:16])[C:5]1=[O:6])[CH2:2][CH3:3].[OH:17][C:18]1[N:23]=[N:22][C:21]([C:24](O)=O)=[CH:20][CH:19]=1.Cl.CN(C)CCCN=C=NCC.O>CO>[CH2:14]([N:7]1[C:8](=[O:9])[C:10]2[NH:13][C:24]([C:21]3[N:22]=[N:23][C:18]([OH:17])=[CH:19][CH:20]=3)=[N:12][C:11]=2[N:4]([CH2:1][CH2:2][CH3:3])[C:5]1=[O:6])[CH2:15][CH3:16] |f:2.3|. Reported procedure: To a solution of 1,3-dipropyl-5,6-diaminouracil (2.2 mmol) in methanol was added an equimolar amount of 6-hydroxy-pyridazine-3-carboxylic acid, followed by a slight excess of DCl ((N-(3-(dimethylamino)propyl)-N′ethylcarbodiimide hydrochloride). The mixture was stirred at room temperature for 4–5 hours until complete by TLC. Water was then added and the precipitate removed by filtration. The solid was dissolved in 10% aqueous NaOH (20 mL), then heated at 70° C. for 30 minutes. After cooling to ro... The reactants are O=C([O-])[O-], CC#N, O=COc1ccc([N+](=O)[O-])cc1, Cl, Cl, [K+], [K+], CC(C)(CN)NCC(=O)N1CCCC1C#N. The product is CC(C)(CNC=O)NCC(=O)N1CCCC1C#N. As a reaction SMILES: [C:31](=[O:32])([O-:33])[O-:34].[CH3:37][C:38]#[N:39].[CH:19](=[O:20])[O:21][c:22]1[cH:23][cH:24][c:25]([N+:26]([O-:27])=[O:28])[cH:29][cH:30]1.[ClH:1].[ClH:2].[K+:35].[K+:36].[NH2:3][CH2:4][C:5]([CH3:6])([CH3:7])[NH:8][CH2:9][C:10](=[O:11])[N:12]1[CH:13]([C:17]#[N:18])[CH2:14][CH2:15][CH2:16]1>>[NH:3]([CH2:4][C:5]([CH3:6])([CH3:7])[NH:8][CH2:9][C:10](=[O:11])[N:12]1[CH:13]([C:17]#[N:18])[CH2:14][CH2:15][CH2:16]1)[CH:19]=[O:20]. Reactants: N([C@H](C(C)C)C(=O)O)C(=O)OC(C)(C)C (N-Boc-D-Val-OH), CI (MeI), [H-].[Na+] (NaH). The solvent is C(C)OCC (diethyl ether), C1CCOC1 (THF). Run at time 12 hour. Yields the product C(C)(C)(C)OC(=O)N([C@@H](C(=O)O)CC)C ((R)-2-((tert-butoxycarbonyl)(methyl)amino)butanoic acid). Yield: 100.6%. Reaction SMILES: [NH:1]([C:9]([O:11][C:12]([CH3:15])([CH3:14])[CH3:13])=[O:10])[C@@H:2]([C:6]([OH:8])=[O:7])[CH:3]([CH3:5])C.[CH3:16]I.[H-].[Na+]>C1COCC1.C(OCC)C>[C:12]([O:11][C:9]([N:1]([CH3:16])[C@H:2]([CH2:3][CH3:5])[C:6]([OH:8])=[O:7])=[O:10])([CH3:13])([CH3:14])[CH3:15] |f:2.3|. Procedure: To a solution of N-Boc-D-Val-OH (0.678 g, 3.34 mmol) in THF (11.1 mL) at 0° C. was added MeI (2.09 mL, 33.4 mmol, 10.0 equiv). NaH (60%, 1.33 g, 33.4 mmol, 10.0 equiv) was added as a solid to the suspension over a period of 2 hours. After stirring for 12 hours at room temperature, the reaction mixture was diluted with diethyl ether and quenched with water slowly. Aqueous layer was extracted with diethyl ether followed by acidified to pH 3 with 10% citric acid and extraction with ethyl acetate. C... The reactants are C(CCC)[Li] (n-Butyllithium), C1(=CC=CC=C1)C#C (phenylacetylene), N1=C(C=CC=C1)OC#N (2-pyridyl cyanate). Solvent: CCOCC (Et2O), CCOCC (Et2O), CCOCC (Et2O). Run at temperature -78 celsius, time 30 minute. Yields the product C1(=CC=CC=C1)C#CC#N (3-phenyl-2-propynenitrile). Reaction SMILES: C([Li])CCC.[C:6]1([C:12]#[CH:13])[CH:11]=[CH:10][CH:9]=[CH:8][CH:7]=1.[N:14]1C=CC=C[C:15]=1OC#N>CCOCC>[C:6]1([C:12]#[C:13][C:15]#[N:14])[CH:11]=[CH:10][CH:9]=[CH:8][CH:7]=1. Reported procedure: n-Butyllithium (21.6 mL, 2.5M in hexane) was added dropwise to a solution of phenylacetylene (5 g, 0.05 mol) in dry Et2O (200 mL) maintaining at −78° C. under inert atmosphere. A solution of 2-pyridyl cyanate (7.2 g, 0.06 mol) in dry Et2O (100 mL) was added dropwise keeping the temperature below −60° C. The mixture was stirred for 30 min at −78° C. then warmed to RT. The reaction was diluted with Et2O and quenched with 1N NaOH. The organic layer was washed once with 1N HCl and once with saturate... Starting materials: C(C)(=O)O (acetic acid), [BH-](OC(=O)C)(OC(=O)C)OC(=O)C.[Na+] (NaBH(OAc)3), C(C)(C)(C)[Si](OC1CCC(CC1)C1=CC(=C(C=C1)N)F)(C)C (4-[4-(tert-Butyl-dimethyl-silanyloxy)-cyclohexyl]-2-fluoro-phenylamine), C(C)OC(=O)C1(CCN(CC1)C(=O)OC(C)(C)C)CC=O (4-(2-oxo-ethyl)-piperidine-1,4-dicarboxylic acid 1-tert-butyl ester 4-ethyl ester). The solvent is C(Cl)Cl (DCM), C(Cl)Cl (DCM), ClCCCl (DCE), ClCCCl (DCE). Run at time 8 hour. The product is C(C)(C)(C)OC(=O)N1CCC2(CCN(C2=O)C2=C(C=C(C=C2)C2CCC(CC2)O[Si](C)(C)C(C)(C)C)F)CC1 (2-{4-[4-(tert-Butyl-dimethyl-silanyloxy)-cyclohexyl]-2-fluoro-phenyl}-1-oxo-2,8-diaza-spiro[4.5]decane-8-carboxylic acid tert-butyl ester). Reaction SMILES: [C:1]([Si:5]([CH3:22])([CH3:21])[O:6][CH:7]1[CH2:12][CH2:11][CH:10]([C:13]2[CH:18]=[CH:17][C:16]([NH2:19])=[C:15]([F:20])[CH:14]=2)[CH2:9][CH2:8]1)([CH3:4])([CH3:3])[CH3:2].C([O:25][C:26]([C:28]1([CH2:41][CH:42]=O)[CH2:33][CH2:32][N:31]([C:34]([O:36][C:37]([CH3:40])([CH3:39])[CH3:38])=[O:35])[CH2:30][CH2:29]1)=O)C.C(O)(=O)C.[BH-](OC(C)=O)(OC(C)=O)OC(C)=O.[Na+]>ClCCCl.C(Cl)Cl>[C:37]([O:36][C:34]([N:31]1[CH2:32][CH2:33][C:28]2([C:26](=[O:25])[N:19]([C:16]3[CH:17]=[CH:18][C:13]([CH:10]4[CH2:11][CH2:12][CH:7]([O:6][Si:5]([C:1]([CH3:4])([CH3:3])[CH3:2])([CH3:22])[CH3:21])[CH2:8][CH2:9]4)=[CH:14][C:15]=3[F:20])[CH2:42][CH2:41]2)[CH2:29][CH2:30]1)=[O:35])([CH3:38])([CH3:39])[CH3:40] |f:3.4|. Reported procedure: 4-[4-(tert-Butyl-dimethyl-silanyloxy)-cyclohexyl]-2-fluoro-phenylamine (520 mg, 1.7 mmol, 1 equiv) was dissolved in DCE (15 mL). To this solution was transferred a solution of 4-(2-oxo-ethyl)-piperidine-1,4-dicarboxylic acid 1-tert-butyl ester 4-ethyl ester (598 mg, 2.07 mmol, 1 equiv.) in DCE (5 mL). To this clear solution was then added acetic acid (372 mg, 6.21 mmol, 3 equiv) in DCM (2 mL), followed by addition of powder NaBH(OAc)3 (1.31 g, 6.2 mmol, 3 equiv.) in one portion under N2 at rt. T... The product is C(CCCCC)OC(=O)C=1C=CC=2C(C3=C(C=C(C=C3NC2C1)N1CCOCC1)O)=O (8-Hydroxy-6-morpholin-4-yl-9-oxo-9,10-dihydro-acridine-3-carboxylic acid hexyl ester). RXN SMILES: [N:1]1([C:7]2[CH:8]=[C:9]([OH:14])[CH:10]=[C:11](O)[CH:12]=2)[CH2:6][CH2:5][O:4][CH2:3][CH2:2]1.C[C:16]1[CH:17]=[CH:18][C:19](S(O)(=O)=O)=[CH:20][CH:21]=1.O.CO[C:29](=[O:40])[C:30]1[CH:38]=[CH:37][C:33]([C:34]([OH:36])=[O:35])=[CH:32][C:31]=1[NH2:39]>C(O)CCCCC>[CH2:18]([O:36][C:34]([C:33]1[CH:37]=[CH:38][C:30]2[C:29](=[O:40])[C:10]3[C:11]([NH:39][C:31]=2[CH:32]=1)=[CH:12][C:7]([N:1]1[CH2:2][CH2:3][O:4][CH2:5][CH2:6]1)=[CH:8][C:9]=3[OH:14])=[O:35])[CH2:17][CH2:16][CH2:21][CH2:20][CH3:19] |f:1.2|. Reported procedure: 5-Morpholin-4-yl-benzene-1,3-diol (290 mg, 1.50 mmol), TsOH.H2O (30 mg, 0.20 mmol), and 2-amino-terephthalic acid 1-methyl ester (290 mg, 1.50 mmol) were heated at 160° C. in hexanol (5 mL) for 12 hours. The reaction mixture was cooled to room temperature. A red/orange precipitate was filtered, and the solid washed with EtOAc/hexanes (3:1, 30 mL) to yield 159 mg (31%). 1H NMR (CDCl3, 400 MHz) δ: 13.90 (s, 1H), 11.9 (s, 1H), 8.22 (d, 1H), 8.07 (s, 1H), 7.68 (d, 1H), 6.27 (s, 1H), 6.19 (s, 1H), 4.... Solvent: C(CCCCC)O (hexanol). The reactants are N1(CCOCC1)C=1C=C(C=C(C1)O)O (5-Morpholin-4-yl-benzene-1,3-diol), CC=1C=CC(=CC1)S(=O)(=O)O.O (TsOH.H2O), COC(C1=C(C=C(C(=O)O)C=C1)N)=O (2-amino-terephthalic acid 1-methyl ester). The reactants are C[SiH](C)ON1CC(C(C)(C)C)CCC(NC(=O)OC(C)(C)C)C1=O, C[Si](C)(C)I, CO, ClCCl, O. Yields the product C[SiH](C)ON1CC(C(C)(C)C)CCC(N)C1=O. As a reaction SMILES: [C:1]([O:2][C:3](=[O:4])[NH:8][CH:9]1[C:10](=[O:24])[N:11]([O:20][SiH:21]([CH3:22])[CH3:23])[CH2:12][CH:13]([C:16]([CH3:17])([CH3:18])[CH3:19])[CH2:14][CH2:15]1)([CH3:5])([CH3:6])[CH3:7].[CH3:25][Si:26]([I:27])([CH3:28])[CH3:29].[CH3:34][OH:35].[Cl:31][CH2:32][Cl:33].[OH2:30]>>[NH2:8][CH:9]1[C:10](=[O:24])[N:11]([O:20][SiH:21]([CH3:22])[CH3:23])[CH2:12][CH:13]([C:16]([CH3:17])([CH3:18])[CH3:19])[CH2:14][CH2:15]1. Starting materials: 7-3-(3-hydroxyoctyl)-4-oxo-2-thiazolidinyl, C(CCCCCC)(=O)O (heptanoic acid), OC(CCN1C(SCC1=O)CCCCCCC(=O)O)COCCC (7-[3-(3-hydroxy-4-propoxybutyl)-4-oxo-2-thiazolidinyl]heptanoic acid). Product: OC(CCN1C(S(CC1=O)=O)CCCCCCC(=O)O)COCCC (7-[3-(3-Hydroxy-4-propoxybutyl)-1,4-dioxo-2-thiazolidinyl]heptanoic Acid). Reaction SMILES: C(O)(=[O:8])CCCCCC.[OH:10][CH:11]([CH2:29][O:30][CH2:31][CH2:32][CH3:33])[CH2:12][CH2:13][N:14]1[C:18](=[O:19])[CH2:17][S:16][CH:15]1[CH2:20][CH2:21][CH2:22][CH2:23][CH2:24][CH2:25][C:26]([OH:28])=[O:27]>>[OH:10][CH:11]([CH2:29][O:30][CH2:31][CH2:32][CH3:33])[CH2:12][CH2:13][N:14]1[C:18](=[O:19])[CH2:17][S:16](=[O:8])[CH:15]1[CH2:20][CH2:21][CH2:22][CH2:23][CH2:24][CH2:25][C:26]([OH:28])=[O:27]. Reported procedure: This compound is prepared essentially by the same method as described in Example 2 except that the 7-3-(3-hydroxyoctyl)-4-oxo-2-thiazolidinyl]heptanoic acid is replaced by 7-[3-(3-hydroxy-4-propoxybutyl)-4-oxo-2-thiazolidinyl]heptanoic acid. This method provides the title compound as an essentially colorless, viscous oil.